From a dataset of the Open Reaction Database (ORD), a public repository of structured organic reaction records. describe an organic reaction: reactants, conditions, products, and yield Starting materials: Cc1ccc(S(=O)(=O)Cl)cc1, CC(C)C(=O)Nc1cccc(C2CCN(CCC(N)c3ccccc3)CC2)c1. Yields the product Cc1ccc(S(=O)(=O)NC(CCN2CCC(c3cccc(NC(=O)C(C)C)c3)CC2)c2ccccc2)cc1. RXN SMILES: [CH3:1][c:2]1[cH:3][cH:4][c:5]([S:8](=[O:9])(=[O:10])[Cl:11])[cH:6][cH:7]1.[NH2:12][CH:13]([CH2:14][CH2:15][N:16]1[CH2:17][CH2:18][CH:19]([c:22]2[cH:23][c:24]([NH:28][C:29]([CH:30]([CH3:31])[CH3:32])=[O:33])[cH:25][cH:26][cH:27]2)[CH2:20][CH2:21]1)[c:34]1[cH:35][cH:36][cH:37][cH:38][cH:39]1>>[CH3:1][c:2]1[cH:3][cH:4][c:5]([S:8](=[O:9])(=[O:10])[NH:12][CH:13]([CH2:14][CH2:15][N:16]2[CH2:17][CH2:18][CH:19]([c:22]3[cH:23][c:24]([NH:28][C:29]([CH:30]([CH3:31])[CH3:32])=[O:33])[cH:25][cH:26][cH:27]3)[CH2:20][CH2:21]2)[c:34]2[cH:35][cH:36][cH:37][cH:38][cH:39]2)[cH:6][cH:7]1. The reactants are CCC(C)(C#N)N=NC(C)(CC)C#N (VAZO67), C(C(=C)C)(=O)OC12C(C3CC(CC(C1)C3)C2)C (2-Methyladamantanyl methacrylate), C(C(=C)C)#N (methacrylonitrile), C(C(=C)C)(=O)O.C1(C(CC)O1)=O (alpha-butyrolactone methacrylate). Run in O1CCCC1 (tetrahydrofuran), O1CCCC1 (tetrahydrofuran), hexanes. Run at temperature 90 celsius, time 20 hour. Yields the product C(C(=C)C)(=O)OC12C(C3CC(CC(C1)C3)C2)C.C(C(=C)C)#N.C(C(=C)C)(=O)O.C1(C(CC)O1)=O (2-Methyladamantanyl methacrylate methacrylonitrile alpha-butyrolactone Methacrylate). Reaction SMILES: [C:1]([O:6][C:7]12[CH2:16][CH:11]3[CH2:12][CH:13]([CH2:15][CH:9]([CH2:10]3)[CH:8]1[CH3:17])[CH2:14]2)(=[O:5])[C:2]([CH3:4])=[CH2:3].[C:18](#[N:22])[C:19]([CH3:21])=[CH2:20].[C:23]([OH:28])(=[O:27])[C:24]([CH3:26])=[CH2:25].[C:29]1(=[O:34])[O:33][CH:30]1[CH2:31][CH3:32].CCC(N=NC(C#N)(CC)C)(C#N)C>O1CCCC1>[C:1]([O:6][C:7]12[CH2:16][CH:11]3[CH2:12][CH:13]([CH2:15][CH:9]([CH2:10]3)[CH:8]1[CH3:17])[CH2:14]2)(=[O:5])[C:2]([CH3:4])=[CH2:3].[C:18](#[N:22])[C:19]([CH3:21])=[CH2:20].[C:23]([OH:28])(=[O:27])[C:24]([CH3:26])=[CH2:25].[C:29]1(=[O:34])[O:33][CH:30]1[CH2:31][CH3:32] |f:2.3,6.7.8.9|. Reported procedure: 2-Methyladamantanyl methacrylate (14.21 g, 0.061 mol), methacrylonitrile (3.05 g, 0.045 mol), and alpha-butyrolactone methacrylate (7.74 g, 0.045 mol) were dissolved in 66 mL of tetrahydrofuran. The resulting colorless solution was deoxygenated by gently bubbling a stream of N2 through the stirring solution for 15 minutes, placed under N2, and heated to 90° C. (oil bath temperature). VAZO67 (0.58 g, 0.0030 mol) dissolved in 7 ml of tetrahydrofuran, was then added to the refluxing mixture over 10...